This data is from the Open Reaction Database (ORD), a public repository of structured organic reaction records. The task is: describe an organic reaction: reactants, conditions, products, and yield Starting materials: O (water), O (water), C(CCC)N(C1=CC(=C(C=C1)C=CC=1SC=CC1)O[Si](C1=CC=CC=C1)(C1=CC=CC=C1)C(C)(C)C)CCCC (dibutyl[3-(tert-butyldiphenylsiloxy)-4-[2-(thiophene-2-yl)vinyl]phenyl]amine), C(CCC)[Li] (n-butyllithium), CN(C=O)C (N,N-dimethylformamide). Solvent: C(C)(=O)OCC (ethyl acetate), O1CCCC1 (tetrahydrofuran). Reaction conditions: temperature -71.5 celsius, time 1 hour. Product: C(CCC)N(C1=CC(=C(C=C1)C=CC1=CC=C(S1)C=O)O[Si](C1=CC=CC=C1)(C1=CC=CC=C1)C(C)(C)C)CCCC (5-[2-[4-dibutylamino-2-(tert-butyldiphenylsiloxy)phenyl]vinyl]thiophene-2-carboaldehyde). Yield: 81.9%. Reaction SMILES: [CH2:1]([N:5]([CH2:37][CH2:38][CH2:39][CH3:40])[C:6]1[CH:11]=[CH:10][C:9]([CH:12]=[CH:13][C:14]2[S:15][CH:16]=[CH:17][CH:18]=2)=[C:8]([O:19][Si:20]([C:33]([CH3:36])([CH3:35])[CH3:34])([C:27]2[CH:32]=[CH:31][CH:30]=[CH:29][CH:28]=2)[C:21]2[CH:26]=[CH:25][CH:24]=[CH:23][CH:22]=2)[CH:7]=1)[CH2:2][CH2:3][CH3:4].C([Li])CCC.CN(C)[CH:48]=[O:49].O>O1CCCC1.C(OCC)(=O)C>[CH2:37]([N:5]([CH2:1][CH2:2][CH2:3][CH3:4])[C:6]1[CH:11]=[CH:10][C:9]([CH:12]=[CH:13][C:14]2[S:15][C:16]([CH:48]=[O:49])=[CH:17][CH:18]=2)=[C:8]([O:19][Si:20]([C:33]([CH3:36])([CH3:35])[CH3:34])([C:21]2[CH:26]=[CH:25][CH:24]=[CH:23][CH:22]=2)[C:27]2[CH:32]=[CH:31][CH:30]=[CH:29][CH:28]=2)[CH:7]=1)[CH2:38][CH2:39][CH3:40]. Procedure: In a stream of argon, in 25 ml of tetrahydrofuran was dissolved 2.32 g (4.09 mmol) of dibutyl[3-(tert-butyldiphenylsiloxy)-4-[2-(thiophene-2-yl)vinyl]phenyl]amine, and 3.8 ml of n-butyllithium (1.6 mol solution in hexane) (6.08 mmol) was added dropwise thereto under cooling at −70 to −73° C. After the mixture was stirred for 1 hour, 0.4 ml (5.77 mmol) of N,N-dimethylformamide was added dropwise. The reaction mixture was stirred for 1 hour and the temperature was allowed to rise. To this mixture,... The product is C=C.C(=C)OCCCC (Ethylene n-Butyl Vinyl Ether). As a reaction SMILES: [CH:1]([O:3][CH2:4][CH2:5][CH2:6][CH3:7])=[CH2:2].C=C.[K+].[Br-]>>[CH2:1]=[CH2:2].[CH:1]([O:3][CH2:4][CH2:5][CH2:6][CH3:7])=[CH2:2] |f:2.3,4.5|. Starting materials: C(=C)OCCCC (n-butyl vinyl ether), 1039(m), C=C (ethylene), 2872(s), 802(m), 913(w), 1377(m), 859(w), 1093(s), 1458(s), C=C (ethylene), —CH—O, C(=C)OCCCC (n-butyl vinyl ether), polystyrene, 2958(s), 932(w), 979(w), 737(m), [K+].[Br-] (KBr), 1465(s). Procedure: A Parr reactor was loaded with 33.3 mg (0.0673 mmol) of Cu (tetEtBBIM) Cl2 and 30 mL of toluene, followed by the addition of 2.0 mL of 30% MAO (0.010 mol) to give a yellow suspension. A 5 mL quantity (44 mmol) of n-butyl vinyl ether was added with no immediate color change. The Parr reactor was sealed and taken to a hood containing the controllers for the reactor. The reactor was pressurized with 750 psig of ethylene and the mixture was reacted at 60° C. for 20 hours. The reaction was cooled, qu... The reactants are BrBr (Br2), O (Water), ClC1=NC=CN=C1N1CCNCC1 (2-Chloro-3-(1-piperazinyl)pyrazine), C(=O)([O-])[O-].[Na+].[Na+] (Na2CO3). The solvent is CC(=O)O (AcOH), CC(=O)O (AcOH). Conditions: time 8 hour. Product: BrC=1N=C(C(=NC1)N1CCNCC1)Cl (5-Bromo-3-chloro-2-(1-piperazinyl)pyrazine). Yield: 89.2%. As a reaction SMILES: [Cl:1][C:2]1[C:7]([N:8]2[CH2:13][CH2:12][NH:11][CH2:10][CH2:9]2)=[N:6][CH:5]=[CH:4][N:3]=1.C([O-])([O-])=O.[Na+].[Na+].[Br:20]Br.O>CC(O)=O>[Br:20][C:4]1[N:3]=[C:2]([Cl:1])[C:7]([N:8]2[CH2:9][CH2:10][NH:11][CH2:12][CH2:13]2)=[N:6][CH:5]=1 |f:1.2.3|. Procedure details: To a mixture of 2-chloro-3-(1-piperazinyl)pyrazine (5.94 g, 30 mmol, from Example 90, Step 1) and Na2CO3 (6.0 g, 57 mmol) in AcOH (25 mL) was added a solution of Br2 (6.00 g, 38.0 mmol) in AcOH (25 mL) dropwise at room temperature. The reaction mixture was stirred overnight. Water (50 mL) was added and the solution was stirred for 30 min and then concentrated to a small volume. Water (20 mL) was added and the solution was basified to pH 9 by adding solid Na2CO3. The mixture was extracted with CH... Reactants: C1CCOC1, CC(C)N1CCC(N)CC1, O=S(=O)(CCO)c1ccc2[nH]c(C(Cl)(Cl)Cl)nc2c1, ClCCl, Cl, Cl, [Na+], O=C([O-])O, O. Product: CC(C)N1CCC(NC(=O)c2nc3cc(S(=O)(=O)CCO)ccc3[nH]2)CC1. RXN SMILES: [CH2:37]1[O:38][CH2:39][CH2:40][CH2:41]1.[CH:22]([CH3:23])([CH3:24])[N:25]1[CH2:26][CH2:27][CH:28]([NH2:31])[CH2:29][CH2:30]1.[Cl:1][C:2]([c:3]1[n:4][c:5]2[c:6]([nH:7]1)[cH:8][cH:9][c:10]([S:12](=[O:13])(=[O:14])[CH2:15][CH2:16][OH:17])[cH:11]2)([Cl:18])[Cl:19].[Cl:43][CH2:44][Cl:45].[ClH:20].[ClH:21].[Na+:36].[O-:32][C:33]([OH:34])=[O:35].[OH2:42]>>[C:2]([c:3]1[n:4][c:5]2[c:6]([nH:7]1)[cH:8][cH:9][c:10]([S:12](=[O:13])(=[O:14])[CH2:15][CH2:16][OH:17])[cH:11]2)([NH:31][CH:28]1[CH2:27][CH2:26][N:25]([CH:22]([CH3:23])[CH3:24])[CH2:30][CH2:29]1)=[O:32]. Reactants: CS(=O)(=O)Cl, CN(C)c1ccncc1, COC(=O)c1cc(N)c2cc[nH]c2c1, CN(C)C=O. Product: COC(=O)c1cc(NS(C)(=O)=O)c2cc[nH]c2c1. As a reaction SMILES: [CH3:15][S:16]([Cl:17])(=[O:18])=[O:19].[CH3:25][N:26]([CH3:27])[c:28]1[cH:29][cH:30][n:31][cH:32][cH:33]1.[NH2:1][c:2]1[c:3]2[cH:4][cH:5][nH:6][c:7]2[cH:8][c:9]([C:11](=[O:12])[O:13][CH3:14])[cH:10]1.[O:20]=[CH:21][N:22]([CH3:23])[CH3:24]>>[NH:1]([c:2]1[c:3]2[cH:4][cH:5][nH:6][c:7]2[cH:8][c:9]([C:11](=[O:12])[O:13][CH3:14])[cH:10]1)[S:16]([CH3:15])(=[O:18])=[O:19].